From a dataset of the Open Reaction Database (ORD), a public repository of structured organic reaction records. describe an organic reaction: reactants, conditions, products, and yield The reactants are ClC=1C=C(C=CC1)C (m-chlorotoluene), [Mg] (magnesium), C[Si](Cl)(C)C (trimethylchlorosilane). The reagents and catalysts are BrCCBr (1,2-dibromoethane). Solvent: C1CCOC1 (THF). Conditions: time 30 minute. Product: C[Si](C=1C=C(C=CC1)C)(C)C (m-Trimethylsilyltoluene). Yield: 89.5%. As a reaction SMILES: Cl[C:2]1[CH:3]=[C:4]([CH3:8])[CH:5]=[CH:6][CH:7]=1.[Mg].[CH3:10][Si:11]([CH3:14])([CH3:13])Cl>BrCCBr.C1COCC1>[CH3:10][Si:11]([CH3:14])([CH3:13])[C:2]1[CH:3]=[C:4]([CH3:8])[CH:5]=[CH:6][CH:7]=1. Procedure details: A solution of m-chlorotoluene (25.3 g, 0.20 mol), 1,2-dibromoethane (2.18 g, 11.6 mmol) and THF (40 cm3) was added to magnesium turnings (5.35 g, 0.22 mol). The mixture was heated under reflux in an atmosphere of argon for 4 h, after which the heating bath was removed and trimethylchlorosilane (23.9 g, 0.22 mol) was added so that gently reflux was maintained. The mixture was stirred for another 30 min and then separated between 5% NaHCO3 (100 cm3) and dichloromethane (3×100 cm3). The organic ext...